Dataset: the Open Reaction Database (ORD), a public repository of structured organic reaction records. Task: describe an organic reaction: reactants, conditions, products, and yield The reactants are Cl (hydrochloric acid), ClCCCCC(=O)Cl (5-chlorovaleroyl chloride), solution, C(C1=CC=CC=C1)[Mg]Cl (benzylmagnesium chloride). Reagents/catalysts: [Cu]Cl (copper (I) chloride). Run in C1CCOC1 (THF), C1CCOC1 (THF). Conditions: temperature -20 celsius, time 40 minute. Product: ClCCCCC(CC1=CC=CC=C1)=O (6-Chloro-1-phenyl-hexan-2-one). As a reaction SMILES: [Cl:1][CH2:2][CH2:3][CH2:4][CH2:5][C:6](Cl)=[O:7].[CH2:9]([Mg]Cl)[C:10]1[CH:15]=[CH:14][CH:13]=[CH:12][CH:11]=1.Cl>C1COCC1.[Cu]Cl>[Cl:1][CH2:2][CH2:3][CH2:4][CH2:5][C:6](=[O:7])[CH2:9][C:10]1[CH:15]=[CH:14][CH:13]=[CH:12][CH:11]=1. Procedure details: 10 g of 5-chlorovaleroyl chloride in 50 ml of anhydrous THF is loaded into a 250 ml three-necked flask, under a nitrogen atmosphere. The reaction medium is cooled down to -20° C. and 1.06 g of copper (I) chloride is added. Agitation is carried out for 40 minutes, then 36 ml of a 2 M solution of benzylmagnesium chloride in THF is added over 1.5 hour. Agitation is carried out for 1 hour at -20° C., then the temperature is allowed to return to 20° C. over 1.5 hour. The reaction medium is cooled dow... The reactants are S1CCNC(=C1)C(C(=O)OCC)=NOC (Ethyl 2-(2,3-dihydro-4H-1,4-thiazin-5-yl)-2-methoxyiminoacetate), C(C)(=O)OC(C)=O (acetic anhydride), C(=O)O (formic acid), resultant solution. Run in O (water). Reaction conditions: temperature 50 celsius, time 8 hour. Product: C(=O)N1CCSC=C1C(C(=O)OCC)=NOC (ethyl 2-(4-formyl-2,3-dihydro-4H-1,4-thiazin-5-yl)-2-methoxyiminoacetate). Isolated yield 76.9%. As a reaction SMILES: [S:1]1[CH:6]=[C:5]([C:7](=[N:13][O:14][CH3:15])[C:8]([O:10][CH2:11][CH3:12])=[O:9])[NH:4][CH2:3][CH2:2]1.[C:16](OC(=O)C)(=[O:18])C.C(O)=O>O>[CH:16]([N:4]1[C:5]([C:7](=[N:13][O:14][CH3:15])[C:8]([O:10][CH2:11][CH3:12])=[O:9])=[CH:6][S:1][CH2:2][CH2:3]1)=[O:18]. Procedure: Ethyl 2-(2,3-dihydro-4H-1,4-thiazin-5-yl)-2-methoxyiminoacetate (syn isomer, 5.8 g.) was added to a mixture of acetic anhydride (7.7 g.) and formic acid (3.48 g.), which was warmed at 50° C. for 2 hours previously, under ice-cooling, and stirred at room temperature overnight. After adding chilled water (100 ml.) to the resultant solution, the solution was extracted with ethyl acetate three times. The extract was washed with a saturated aqueous solution of sodium chloride once, an aqueous solutio... Reactants: N1=C(C=CC=C1)O (pyridin-2-ol), BrC=1SC(=C(N1)C=1C=NN(C1)CC1=CC=C(C=C1)OC)C#N (2-bromo-4-(1-(4-methoxybenzyl)-1H-pyrazol-4-yl)thiazole-5-carbonitrile), Ag2O. Run in O1CCOCC1 (dioxane). The product is COC1=CC=C(CN2N=CC(=C2)C=2N=C(SC2C#N)OC2=NC=CC=C2)C=C1 (4-(1-(4-methoxybenzyl)-1H-pyrazol-4-yl)-2-(pyridin-2-yloxy)thiazole-5-carbonitrile). Yield: 24.8%. Reaction SMILES: [N:1]1[CH:6]=[CH:5][CH:4]=[CH:3][C:2]=1[OH:7].Br[C:9]1[S:10][C:11]([C:28]#[N:29])=[C:12]([C:14]2[CH:15]=[N:16][N:17]([CH2:19][C:20]3[CH:25]=[CH:24][C:23]([O:26][CH3:27])=[CH:22][CH:21]=3)[CH:18]=2)[N:13]=1>O1CCOCC1>[CH3:27][O:26][C:23]1[CH:22]=[CH:21][C:20]([CH2:19][N:17]2[CH:18]=[C:14]([C:12]3[N:13]=[C:9]([O:7][C:2]4[CH:3]=[CH:4][CH:5]=[CH:6][N:1]=4)[S:10][C:11]=3[C:28]#[N:29])[CH:15]=[N:16]2)=[CH:25][CH:24]=1. Procedure: According to Scheme 7, Step 5: To the reaction mixture of pyridin-2-ol (1.05 mmol, 100 mg) and 2-bromo-4-(1-(4-methoxybenzyl)-1H-pyrazol-4-yl)thiazole-5-carbonitrile (1.16 mmol, 434 mg) in dioxane (8 mL) was added Ag2O (3.16 mmol, 733 mg). The resulting mixture was stirred at reflux overnight. After cooling to room temperature, the mixture was filtered and concentrated under reduced pressure. The residue was purified by preparative TLC PE/EtOAc (1:1) to give 4-(1-(4-methoxybenzyl)-1H-pyrazol-4-y... Reactants: O (water), COC(C1=CC(=CC=C1)O)=O (3-hydroxybenzoic acid methyl ester), C([O-])([O-])=O.[K+].[K+] (potassium carbonate), BrCCCCC (1-bromopentane). Run in C(C)(=O)OCC (ethyl acetate), CN(C=O)C (N,N-dimethylformamide). Conditions: temperature 80 celsius, time 7 hour. The product is COC(C1=CC(=CC=C1)OCCCCC)=O (3-amyloxybenzoic acid methyl ester). Reaction SMILES: [CH3:1][O:2][C:3](=[O:11])[C:4]1[CH:9]=[CH:8][CH:7]=[C:6]([OH:10])[CH:5]=1.C(=O)([O-])[O-].[K+].[K+].Br[CH2:19][CH2:20][CH2:21][CH2:22][CH3:23].O>CN(C)C=O.C(OCC)(=O)C>[CH3:1][O:2][C:3](=[O:11])[C:4]1[CH:9]=[CH:8][CH:7]=[C:6]([O:10][CH2:19][CH2:20][CH2:21][CH2:22][CH3:23])[CH:5]=1 |f:1.2.3|. Procedure details: To 3-hydroxybenzoic acid methyl ester (25 g) and potassium carbonate (25 g) in N,N-dimethylformamide (300 ml) were added 1-bromopentane (25 ml) and the mixture was stirred for 7 hours at 80° C. the reaction mixture was added to a mixture of water and ethyl acetate. The organic layer was taken and dried over magnesium sulfate. The magnesium sulfate was filtered off and the filtrate was evaporated under reduced pressure to give 3-amyloxybenzoic acid methyl ester (35 g). The reactants are ClC1=C(C(=O)O)C=CC(=C1)Cl (2,4-dichlorobenzoic acid), BrC=1C=C(N)C=CC1 (3-bromoaniline), C([O-])([O-])=O.[K+].[K+] (potassium carbonate). Reagents/catalysts: [Cu] (copper). Run in CN(C)C=O (DMF). Run at temperature 150 celsius. Product: BrC=1C=C(C=CC1)NC1=C(C(=O)O)C=CC(=C1)Cl (2-(3-Bromo-phenylamino)-4-chlorobenzoic acid). Isolated yield 61.1%. Reaction SMILES: Cl[C:2]1[CH:10]=[C:9]([Cl:11])[CH:8]=[CH:7][C:3]=1[C:4]([OH:6])=[O:5].[Br:12][C:13]1[CH:14]=[C:15]([CH:17]=[CH:18][CH:19]=1)[NH2:16].C(=O)([O-])[O-].[K+].[K+]>CN(C=O)C.[Cu]>[Br:12][C:13]1[CH:14]=[C:15]([NH:16][C:2]2[CH:10]=[C:9]([Cl:11])[CH:8]=[CH:7][C:3]=2[C:4]([OH:6])=[O:5])[CH:17]=[CH:18][CH:19]=1 |f:2.3.4|. Reported procedure: (Method D-2) Under an atmosphere of nitrogen, 2,4-dichlorobenzoic acid (36 g, 0.19 mol), 3-bromoaniline (48 g, 0.28 mol), potassium carbonate (32 g, 0.23 mol), and copper powder (1 g, 0.016 mol, catalytic) were mixed in dry DMF (150 ml) and heated to 150° C. for 18 hrs. The DMF was removed under reduced pressure, water (200 mL) added and the mixture acidified with 2M HCl (400 mL) to give a brown solid which was collected by filtration. Recrystallisation from ethanol/water (60/40) gave the title ... The reactants are BrC1=C(C=C(C=C1OC)COC)OC (2-bromo-1,3-dimethoxy-5-(methoxymethyl)benzene), [Cl-].[NH4+] (ammonium chloride), COB(OC)OC (trimethoxyborane). Run in O1CCCC1 (tetrahydrofuran), C(CCC)[Li] (n-butyllithium). Reaction conditions: time 20 minute. Yields the product COC1=C(C(=CC(=C1)COC)OC)OB(O)O (2,6-Dimethoxy-4-(methoxymethyl)phenylboric acid). RXN SMILES: Br[C:2]1[C:7]([O:8][CH3:9])=[CH:6][C:5]([CH2:10][O:11][CH3:12])=[CH:4][C:3]=1[O:13][CH3:14].C[O:16][B:17]([O:20]C)[O:18]C.[Cl-].[NH4+]>O1CCCC1.C([Li])CCC>[CH3:14][O:13][C:3]1[CH:4]=[C:5]([CH2:10][O:11][CH3:12])[CH:6]=[C:7]([O:8][CH3:9])[C:2]=1[O:16][B:17]([OH:20])[OH:18] |f:2.3|. Procedure details: Into a Solution of 2-bromo-1,3-dimethoxy-5-(methoxymethyl)benzene (121.3 g) in tetrahydrofuran (730 mL), n-butyllithium (2.64M hexane solution; 182 mL) was dropped at −78° C., and the mixture was stirred for 20 minutes. To the reaction mixture was added a solution of trimethoxyborane (61.7 mL) intetrahydrofuran (20 mL) at −78° C. The temperature was raised until the inner temperature of the reaction mixture reached −10° C., a saturated ammonium chloride aqueous solution (730 mL) was added, and t... As a reaction SMILES: [NH2:1][C:2]1[S:3][C:4]2[CH2:10][CH:9]([N:11]([CH3:13])[CH3:12])[CH2:8][CH2:7][C:5]=2[N:6]=1.[C:14]([Cl:22])(=[O:21])[C:15]1[CH:20]=[CH:19][CH:18]=[CH:17][CH:16]=1>N1C=CC=CC=1>[ClH:22].[ClH:22].[C:14]([NH:1][C:2]1[S:3][C:4]2[CH2:10][CH:9]([N:11]([CH3:13])[CH3:12])[CH2:8][CH2:7][C:5]=2[N:6]=1)(=[O:21])[C:15]1[CH:20]=[CH:19][CH:18]=[CH:17][CH:16]=1 |f:3.4.5|. Reactants: NC=1SC2=C(N1)CCC(C2)N(C)C (2-amino-6-dimethylamino-4,5,6,7-tetrahydro-benzthiazole), C(C1=CC=CC=C1)(=O)Cl (benzoylchloride). Yields the product Cl.Cl.C(C1=CC=CC=C1)(=O)NC=1SC2=C(N1)CCC(C2)N(C)C (2-Benzoylamino-6-dimethylamino-4,5,6,7-tetrahydro-benzthiazole-dihydrochloride). Reported procedure: 3.0 g (15 mMol) of 2-amino-6-dimethylamino-4,5,6,7-tetrahydro-benzthiazole are dissolved in 15 ml of pyridine and 2.1 g (15 mMol) of benzoylchloride are added dropwise. After standing overnight the mixture is concentrated, mixed with soda solution and extracted with chloroform. The chloroform extract is concentrated and then chromatographed on silica gel (eluant: methylenechloride/methanol=9/1). The isolated base (melting point 174° C.) is dissolved in acetone and the dihydrochloride is precipit... Run at time 8 hour. The solvent is N1=CC=CC=C1 (pyridine). The reactants are ClC(=O)OC (methyl chloroformate), FC1=CC=C(C2=CC=CC=C12)OCOC (4-fluoro-1-methoxymethoxy-naphthalene), CN(C)CCN(C)C (TMEDA), C(CCC)[Li] (n-butyl-lithium). The solvent is C1CCOC1 (THF), C(Cl)(Cl)(Cl)Cl (carbon tetrachloride), C1CCOC1 (THF), [Cl-].[Na+].O (brine). Reaction conditions: temperature -20 celsius, time 0.5 hour. Yields the product COC(=O)C1=C(C2=CC=CC=C2C(=C1)F)OCOC (4-fluoro-1-methoxymethoxynaphthalene-2-carboxylic acid methyl ester). Reaction SMILES: [F:1][C:2]1[C:11]2[C:6](=[CH:7][CH:8]=[CH:9][CH:10]=2)[C:5]([O:12][CH2:13][O:14][CH3:15])=[CH:4][CH:3]=1.CN(CCN(C)C)C.C([Li])CCC.Cl[C:30]([O:32][CH3:33])=[O:31]>C1COCC1.[Cl-].[Na+].O.C(Cl)(Cl)(Cl)Cl>[CH3:33][O:32][C:30]([C:4]1[CH:3]=[C:2]([F:1])[C:11]2[C:6](=[CH:7][CH:8]=[CH:9][CH:10]=2)[C:5]=1[O:12][CH2:13][O:14][CH3:15])=[O:31] |f:5.6.7|. Procedure: To a stirred solution of 0.30 g of 4-fluoro-1-methoxymethoxy-naphthalene in 21 ml of dry THF was added 1.8 ml of TMEDA. The mixture was cooled to −18 to −22° C. (carbon tetrachloride bath) after which was added 2.46 ml of 1.6 M n-butyl-lithium. The mixture was stirred at −20° C. for 0.5 h after which it was cooled to −75° C. To the mixture was added a solution of 0.60 ml of methyl chloroformate in 6 ml of THF. The mixture was stirred at −75 to −78° C. for 0.5 h, poured into brine, extracted twic... Reactants: O (water), ClC1=CC=C(C=C1)C1=NC=C(C(=N1)C1=CC(=CC=C1)C(F)(F)F)SC (2-(4-chlorophenyl)-4-(3-trifluoromethylphenyl)-5-methylmercaptopyrimidine), ClCCl (dichloromethane), ClC1=CC(=CC=C1)C(=O)OO (m-chloroperbenzoic acid). Conditions: time 5 hour. The product is ClC1=CC=C(C=C1)C1=NC=C(C(=N1)C1=CC(=CC=C1)C(F)(F)F)S(=O)(=O)C (2-(4-chlorophenyl)-4-(3-trifluoromethylphenyl)-5-methanesulfonylpyrimidine). RXN SMILES: [Cl:1][C:2]1[CH:7]=[CH:6][C:5]([C:8]2[N:13]=[C:12]([C:14]3[CH:19]=[CH:18][CH:17]=[C:16]([C:20]([F:23])([F:22])[F:21])[CH:15]=3)[C:11]([S:24][CH3:25])=[CH:10][N:9]=2)=[CH:4][CH:3]=1.ClCCl.ClC1C=CC=C(C(OO)=[O:37])C=1.[OH2:40]>>[Cl:1][C:2]1[CH:7]=[CH:6][C:5]([C:8]2[N:13]=[C:12]([C:14]3[CH:19]=[CH:18][CH:17]=[C:16]([C:20]([F:22])([F:23])[F:21])[CH:15]=3)[C:11]([S:24]([CH3:25])(=[O:37])=[O:40])=[CH:10][N:9]=2)=[CH:4][CH:3]=1. Reported procedure: 1.5 g of 2-(4-chlorophenyl)-4-(3-trifluoromethylphenyl)-5-methylmercaptopyrimidine was added to 30 ml of dichloromethane. 2.0 g of m-chloroperbenzoic acid was added to the obtained reaction mixture under cooling in an ice-bath. Then, the resulting mixture was stirred at room temperature for 5 hours. After adding water, the mixture was extracted with dichloromethane. The organic phase was successively washed with a saturated aqueous solution of sodium sulfite and a saturated aqueous solution of s... Starting materials: [Al+3], O=CC(Cl)=C(Cl)C(=O)O, ClCCl, [Cl-], [Cl-], [Cl-], COc1ccc(Cl)cc1, Cl. Yields the product COc1ccc(Cl)cc1C1OC(=O)C(Cl)=C1Cl. As a reaction SMILES: [Al+3:11].[C:14]([C:15]([Cl:16])=[C:17]([Cl:18])[CH:19]=[O:20])(=[O:21])[OH:22].[CH2:24]([Cl:25])[Cl:26].[Cl-:10].[Cl-:12].[Cl-:13].[Cl:1][c:2]1[cH:3][cH:4][c:5]([O:8][CH3:9])[cH:6][cH:7]1.[ClH:23]>>[Cl:1][c:2]1[cH:3][c:4]([CH:19]2[C:17]([Cl:18])=[C:15]([Cl:16])[C:14](=[O:21])[O:22]2)[c:5]([O:8][CH3:9])[cH:6][cH:7]1.